Dataset: the Open Reaction Database (ORD), a public repository of structured organic reaction records. Task: describe an organic reaction: reactants, conditions, products, and yield Reactants: Cl (hydrochloric acid), [Si](C)(C)(C(C)(C)C)O[C@H](C)[C@H]1C(N([C@@H]1[C@@H](C)C(=O)OCC1=CC=C(C=C1)OC)CC(=O)OCC1=CC=C(C=C1)[N+](=O)[O-])=O ((3S,4S)-3-[(1R)-1-t-butyldimethylsilyloxyethyl]-4-[(1R)-1-p-methoxybenzyloxycarbonylethyl]-1-(p-nitrobenzyloxycarbonylmethyl)azetidin-2-one), C([O-])(O)=O.[Na+] (sodium bicarbonate). Solvent: C(Cl)Cl (methylene chloride). Product: [Si](C)(C)(C(C)(C)C)O[C@H](C)[C@H]1C(N([C@@H]1[C@@H](C)C(=O)O)CC(=O)OCC1=CC=C(C=C1)[N+](=O)[O-])=O ((3S,4S)-3-[(1R)-1-t-butyldimethylsilyloxyethyl]-4-[(1R)-1-carboxyethyl]-1-(p-nitrobenzyloxycarbonylmethyl)azetidin-2-one), O[C@H](C)[C@H]1C(N([C@@H]1[C@@H](C)C(=O)O)CC(=O)OCC1=CC=C(C=C1)[N+](=O)[O-])=O ((3S,4S)-3-[(1R)-1-hydroxyethyl]-4-[(1R)-1-carboxyethyl]-1-(p-nitrobenzyloxycarbonylmethyl)azetidin-2-one). RXN SMILES: [Si:1]([O:8][C@@H:9]([C@@H:11]1[C@@H:14]([C@H:15]([C:17]([O:19]CC2C=CC(OC)=CC=2)=[O:18])[CH3:16])[N:13]([CH2:29][C:30]([O:32][CH2:33][C:34]2[CH:39]=[CH:38][C:37]([N+:40]([O-:42])=[O:41])=[CH:36][CH:35]=2)=[O:31])[C:12]1=[O:43])[CH3:10])([C:4]([CH3:7])([CH3:6])[CH3:5])([CH3:3])[CH3:2].C(=O)(O)[O-].[Na+].Cl>C(Cl)Cl>[Si:1]([O:8][C@@H:9]([C@@H:11]1[C@@H:14]([C@H:15]([C:17]([OH:19])=[O:18])[CH3:16])[N:13]([CH2:29][C:30]([O:32][CH2:33][C:34]2[CH:39]=[CH:38][C:37]([N+:40]([O-:42])=[O:41])=[CH:36][CH:35]=2)=[O:31])[C:12]1=[O:43])[CH3:10])([C:4]([CH3:5])([CH3:6])[CH3:7])([CH3:3])[CH3:2].[OH:8][C@@H:9]([C@@H:11]1[C@@H:14]([C@H:15]([C:17]([OH:19])=[O:18])[CH3:16])[N:13]([CH2:29][C:30]([O:32][CH2:33][C:34]2[CH:35]=[CH:36][C:37]([N+:40]([O-:42])=[O:41])=[CH:38][CH:39]=2)=[O:31])[C:12]1=[O:43])[CH3:10] |f:1.2|. Procedure: To a solution of (3S,4S)-3-[(1R)-1-t-butyldimethylsilyloxyethyl]-4-[(1R)-1-p-methoxybenzyloxycarbonylethyl]-1-(p-nitrobenzyloxycarbonylmethyl)azetidin-2-one (142 mg) in dry methylene chloride, there was BF3 -Et2O complex (163 mg) under ice-cooling, followed by stirring at room temperature. The reaction mixture was poured into a cold aqueous sodium bicarbonate solution, acidified with dilute hydrochloric acid and extracted with ethyl acetate three times. The organic layer was washed successively ...